Dataset: the Open Reaction Database (ORD), a public repository of structured organic reaction records. Task: describe an organic reaction: reactants, conditions, products, and yield Starting materials: C(=O)N1CCCCC1 (N-formylpiperidine), C(CCCC)C1CC=C(CC1)C1=C(C(=C(C=C1)[Li])F)F (4-(4-pentylcyclohex-1-enyl)-2,3-difluorophenyllithium), C1=CC=CC=C1 (benzene), C(CCC)[Li] (n-butyllithium). The solvent is O1CCCC1 (tetrahydrofuran), O1CCCC1.CN(CCN(C)C)C (tetrahydrofuran tetramethylethylenediamine). Conditions: temperature -20 celsius. Yields the product C(CCCC)C1CC=C(CC1)C1=C(C(=C(C=O)C=C1)F)F (4-(4-Pentylcyclohex-1-enyl)-2,3-difluorobenzaldehyde). RXN SMILES: [CH:1](N1CCCCC1)=[O:2].[CH2:9]([CH:14]1[CH2:19][CH2:18][C:17]([C:20]2[CH:25]=[CH:24][C:23]([Li])=[C:22]([F:27])[C:21]=2[F:28])=[CH:16][CH2:15]1)[CH2:10][CH2:11][CH2:12][CH3:13].C1C=CC=CC=1.C([Li])CCC>O1CCCC1.O1CCCC1.CN(C)CCN(C)C>[CH2:9]([CH:14]1[CH2:19][CH2:18][C:17]([C:20]2[CH:25]=[CH:24][C:23]([CH:1]=[O:2])=[C:22]([F:27])[C:21]=2[F:28])=[CH:16][CH2:15]1)[CH2:10][CH2:11][CH2:12][CH3:13] |f:5.6|. Procedure: 0.12 mol of N-formylpiperidine in 20 ml of tetrahydrofuran is added at -70° C. to 0.1 mol of 4-(4-pentylcyclohex-1-enyl)-2,3-difluorophenyllithium (prepared from the benzene with n-butyllithium in tetrahydrofuran/tetramethylethylenediamine analogously to Example 1a)) and the mixture is warmed to -20° C. during the course of 1 hour. Acidifying and customary working up gives the aldehyde. Reactants: C(C1=CC=CC=C1)[C@@H]1N(C(OC1)=O)C([C@H]([C@H](O)C1=C(C=C(C=C1)OCC1=CC=CC=C1)F)OCC)=O ((S)-4-benzyl-3-[(2S,3R)-3-(4-benzyloxy-2-fluoro-phenyl)-2-ethoxy-3-hydroxy-propionyl]-oxazolidin-2-one), C[O-].[Na+] (sodium methoxide). Solvent: CO (methanol). The product is COC([C@H]([C@H](O)C1=C(C=C(C=C1)OCC1=CC=CC=C1)F)OCC)=O ((2S,3R)-3-(4-benzyloxy-2-fluoro-phenyl)-2-ethoxy-3-hydroxy-propionic acid methyl ester). As a reaction SMILES: C([C@H]1COC(=O)N1[C:14](=[O:36])[C@@H:15]([O:33][CH2:34][CH3:35])[C@@H:16]([C:18]1[CH:23]=[CH:22][C:21]([O:24][CH2:25][C:26]2[CH:31]=[CH:30][CH:29]=[CH:28][CH:27]=2)=[CH:20][C:19]=1[F:32])[OH:17])C1C=CC=CC=1.[CH3:37][O-:38].[Na+]>CO>[CH3:37][O:38][C:14](=[O:36])[C@@H:15]([O:33][CH2:34][CH3:35])[C@@H:16]([C:18]1[CH:23]=[CH:22][C:21]([O:24][CH2:25][C:26]2[CH:27]=[CH:28][CH:29]=[CH:30][CH:31]=2)=[CH:20][C:19]=1[F:32])[OH:17] |f:1.2|. Procedure: In analogy to the procedure described in example 17 b], (S)-4-benzyl-3-[(2S,3R)-3-(4-benzyloxy-2-fluoro-phenyl)-2-ethoxy-3-hydroxy-propionyl]-oxazolidin-2-one was treated with sodium methoxide in methanol to give (2S,3R)-3-(4-benzyloxy-2-fluoro-phenyl)-2-ethoxy-3-hydroxy-propionic acid methyl ester as colorless liquid. According to 1H-NMR spectroscopy, one single diastereomer was obtained. Reactants: CN(C=O)C (dimethylformamide), BrC1=C2C=CC(NC2=CC=N1)=O (5-bromo-1,6-naphthyridin-2(1H)-one), BrC1=C2C=CC(NC2=CC=N1)=O (5-bromo-1,6-naphthyridin-2(1H)-one), BrC=1N=CNC1 (4-bromo-1H-imidazole), CN(C=CC=1NC(C=CC1C#N)=O)C (2-[2-(Dimethylamino)ethenyl]-1,6-dihydro-6-oxo-3-pyridinecarbonitrile). The solvent is [OH-].[Na+] (sodium hydroxide), CN1C(CCC1)=O (N-methylpyrrolidinone), O (water). Yields the product BrC=1N=CN(C1)C1=C2C=CC(NC2=CC=N1)=O (5-(4-bromo-1H-imidazol-1-yl)- 1,6-naphthyridin-2(1H)-one). Yield: 70.8%. As a reaction SMILES: Br[C:2]1[N:11]=[CH:10][CH:9]=[C:8]2[C:3]=1[CH:4]=[CH:5][C:6](=[O:12])[NH:7]2.[Br:13][C:14]1[N:15]=[CH:16][NH:17][CH:18]=1.CN(C)C=CC1NC(=O)C=CC=1C#N.CN(C)C=O>O.[OH-].[Na+].CN1CCCC1=O>[Br:13][C:14]1[N:15]=[CH:16][N:17]([C:2]2[N:11]=[CH:10][CH:9]=[C:8]3[C:3]=2[CH:4]=[CH:5][C:6](=[O:12])[NH:7]3)[CH:18]=1 |f:5.6|. Reported procedure: A stirred mixture containing 11.25 g of 5-bromo-1,6-naphthyridin-2(1H)-one, 16.6 g of 4-bromo-1H-imidazole and 100 ml of N-methylpyrrolidinone was heated in an oil bath at 135°-140° C. for 22 hours. The reaction mixture was cooled and diluted with 200 ml of water. The resulting precipitate was collected, washed with water, air-dried, combined with 1.5 g of 5-(4-bromo-1H-imidazol-1-yl)-1,6-naphthyridin-2(1H)-one prepared in another run starting with 1 58 g of 5-bromo-1,6-naphthyridin-2(1H)-one, r... Starting materials: CC(C)(C)OC(=O)N1CCC(CC=CC#N)CC1, CC1(C)OB(c2cn[nH]c2)OC1(C)C, CC#N, C1CCC2=NCCCN2CC1. The product is CC(C)(C)OC(=O)N1CCC(CC(CC#N)n2cc(B3OC(C)(C)C(C)(C)O3)cn2)CC1. RXN SMILES: [C:15](#[N:16])[CH:17]=[CH:18][CH2:19][CH:20]1[CH2:21][CH2:22][N:23]([C:26](=[O:27])[O:28][C:29]([CH3:30])([CH3:31])[CH3:32])[CH2:24][CH2:25]1.[CH3:1][C:2]1([CH3:14])[O:3][B:4]([c:9]2[cH:10][n:11][nH:12][cH:13]2)[O:5][C:6]1([CH3:7])[CH3:8].[CH3:44][C:45]#[N:46].[N:33]12[CH2:34][CH2:35][CH2:36][N:37]=[C:38]1[CH2:39][CH2:40][CH2:41][CH2:42][CH2:43]2>>[CH3:1][C:2]1([CH3:14])[O:3][B:4]([c:9]2[cH:10][n:11][n:12]([CH:18]([CH2:17][C:15]#[N:16])[CH2:19][CH:20]3[CH2:21][CH2:22][N:23]([C:26](=[O:27])[O:28][C:29]([CH3:30])([CH3:31])[CH3:32])[CH2:24][CH2:25]3)[cH:13]2)[O:5][C:6]1([CH3:7])[CH3:8].